From a dataset of the Open Reaction Database (ORD), a public repository of structured organic reaction records. describe an organic reaction: reactants, conditions, products, and yield Reactants: BrC1CCC1 (Bromocyclobutane), FC1=C(C(=O)O)C=C(C=C1F)O (2,3-difluoro-5-hydroxybenzoic acid), C([O-])([O-])=O.[K+].[K+] (potassium carbonate). Solvent: C(C)#N (acetonitrile). Reaction conditions: temperature 90 celsius, time 8 hour. The product is C1(CCC1)OC=1C=C(C(=C(C(=O)OC2CCC2)C1)F)F (cyclobutyl 5-cyclobutoxy-2,3-difluorobenzoate). Yield: 60.5%. RXN SMILES: Br[CH:2]1[CH2:5][CH2:4][CH2:3]1.[F:6][C:7]1[C:15]([F:16])=[CH:14][C:13]([OH:17])=[CH:12][C:8]=1[C:9]([OH:11])=[O:10].C(=O)([O-])[O-].[K+].[K+]>C(#N)C>[CH:2]1([O:17][C:13]2[CH:14]=[C:15]([F:16])[C:7]([F:6])=[C:8]([CH:12]=2)[C:9]([O:11][CH:2]2[CH2:5][CH2:4][CH2:3]2)=[O:10])[CH2:5][CH2:4][CH2:3]1 |f:2.3.4|. Procedure: Bromocyclobutane (150 g, 1.12 mol) was added to a mixture of 2,3-difluoro-5-hydroxybenzoic acid (50 g, 287 mmol), and potassium carbonate (230 g, 1.67 mol) in acetonitrile (1500 mL), and the resulting mixture stirred overnight at 90° C. The reaction mixture was cooled to room temperature, filtered, and concentrated under vacuum. The residue was purified via column chromatography on silica gel (eluting with petroleum ether) to afford cyclobutyl 5-cyclobutoxy-2,3-difluorobenzoate (49 g, 60%) as a ... Starting materials: C1(=CC=CC=C1)O (phenol), [OH-].[Na+] (sodium hydroxide), O1C2CN(CC21)C(=O)OCC(Cl)(Cl)Cl (3,4-epoxy-1-(β,β,β-trichloroethoxycarbonyl)-pyrrolidine). Run in C(C)#N (acetonitrile), O (water). Yields the product O[C@@H]1CN(C[C@H]1OC1=CC=CC=C1)C(=O)OCC(Cl)(Cl)Cl (trans-3-hydroxy-4-phenoxy-1-(β,β,β-trichloroethoxycarbonyl)-pyrrolidine). RXN SMILES: [O:1]1[CH:6]2[CH:2]1[CH2:3][N:4]([C:7]([O:9][CH2:10][C:11]([Cl:14])([Cl:13])[Cl:12])=[O:8])[CH2:5]2.[C:15]1([OH:21])[CH:20]=[CH:19][CH:18]=[CH:17][CH:16]=1.[OH-].[Na+]>C(#N)C.O>[OH:1][C@H:2]1[C@H:6]([O:21][C:15]2[CH:20]=[CH:19][CH:18]=[CH:17][CH:16]=2)[CH2:5][N:4]([C:7]([O:9][CH2:10][C:11]([Cl:14])([Cl:12])[Cl:13])=[O:8])[CH2:3]1 |f:2.3|. Procedure details: 2.6 g (0.01 mol) of the 3,4-epoxy-1-(β,β,β-trichloroethoxycarbonyl)-pyrrolidine described in Example 1 are heated together with 1.88 g (0.02 mol) of phenol and 10 ml of 1 N sodium hydroxide solution in 30 ml of acetonitrile for 5 hours under reflux. After cooling, the reaction mixture is diluted with water and extracted 3 times with methylene chloride, and the organic phase is washed twice with 2 N sodium hydroxide solution and then once with water, dried over sodium sulphate and evaporated unde... Reactants: C1CC(=O)CC1=O (1,3-cyclopentadione), [H-].[Na+] (sodium hydride), O1C2C(OC3=C(C21)C=C(C=C3)C#N)(C)C (3,4-epoxy-3,4-dihydro-2,2-dimethyl-2H-1-benzopyran-6-carbonitrile). The reagents and catalysts are [Cu]Br (copper(I)bromide). The solvent is O1CCCC1 (tetrahydrofuran), O1CCCC1 (tetrahydrofuran). Run at time 67 hour. Yields the product O[C@@H]1C(OC2=C([C@H]1OC1=CC(CC1)=O)C=C(C=C2)C#N)(C)C (trans-3,4-dihydro-3-hydroxy-2,2-dimethyl-4-(3-oxo-1-cyclopent-1-enyloxy)-2H-1-benzopyran-6-carbonitrile). As a reaction SMILES: [CH2:1]1[C:6](=[O:7])[CH2:5][C:3](=[O:4])[CH2:2]1.[H-].[Na+].[O:10]1[CH:16]2[CH:11]1[C:12]([CH3:24])([CH3:23])[O:13][C:14]1[CH:20]=[CH:19][C:18]([C:21]#[N:22])=[CH:17][C:15]=12>O1CCCC1.[Cu]Br>[OH:10][C@H:11]1[C@H:16]([O:4][C:3]2[CH2:2][CH2:1][C:6](=[O:7])[CH:5]=2)[C:15]2[CH:17]=[C:18]([C:21]#[N:22])[CH:19]=[CH:20][C:14]=2[O:13][C:12]1([CH3:24])[CH3:23] |f:1.2|. Procedure details: 10.1 g of 1,3-cyclopentadione are dissolved in 1000 ml of tetrahydrofuran under a protective gas, and 2.7 g of sodium hydride (80%) are slowly added. After half an hour, 18.5 g copper(I)bromide.dimethylsulphide complex were added to this mixture. To this reaction solution are added in drops 12.1 g of 3,4-epoxy-3,4-dihydro-2,2-dimethyl-2H-1-benzopyran-6-carbonitrile (J. M. Evans et al., J. Med. Chem. 26, 1582 [1983]) in 100 ml of tetrahydrofuran. After 67 hours, the reaction is quenched with wate... Reactants: C1(CCCC1)NC1=NC(=NC(=C1C)C)NCC1=NC=CC=C1 (N4-cyclopentyl-5,6-dimethyl-N2-(pyridin-2-ylmethyl)pyrimidine-2,4-diamine), FC1=CC=C(C=C1)N ((4-fluorophenyl)amine). The product is FC1=CC=C(C=C1)NC1=NC(=NC(=C1C)C)NCC1=NC=CC=C1 (N4-(4-fluorophenyl)-5,6-dimethyl-N2-(pyridin-2-ylmethyl)pyrimidine-2,4-diamine). Reaction SMILES: C1(N[C:7]2[C:12]([CH3:13])=[C:11]([CH3:14])[N:10]=[C:9]([NH:15][CH2:16][C:17]3[CH:22]=[CH:21][CH:20]=[CH:19][N:18]=3)[N:8]=2)CCCC1.[F:23][C:24]1[CH:29]=[CH:28][C:27]([NH2:30])=[CH:26][CH:25]=1>>[F:23][C:24]1[CH:29]=[CH:28][C:27]([NH:30][C:7]2[C:12]([CH3:13])=[C:11]([CH3:14])[N:10]=[C:9]([NH:15][CH2:16][C:17]3[CH:22]=[CH:21][CH:20]=[CH:19][N:18]=3)[N:8]=2)=[CH:26][CH:25]=1. Procedure: The titled compound was synthesized according to the procedure described for preparation of N4-cyclopentyl-5,6-dimethyl-N2-(pyridin-2-ylmethyl)pyrimidine-2,4-diamine (Example 29) using (4-fluorophenyl)amine instead of cyclopentanamine. The crude material was purified by column chromatography eluting with mixture of chloroform/ethanol/20% water solution of ammonia (200:10:1), and then the final product was washed with diethyl ether to afford the titled compound as a white solid. 1H NMR (300 MHz, ... Starting materials: [O-]S(=O)(=O)[O-].[Na+].[Na+] (Na2SO4), C(Cl)Cl.CO (CH2Cl2 MeOH), NC1CCN(CC1)C[C@@H]1CN2C(C=CC=3C=CC(N1C23)=O)=O ((1R)-1-[(4-amino-1-piperidinyl)methyl]-1,2-dihydro-4H,9H-imidazo[1,2,3-ij]-1,8-naphthyridine-4,9-dione), O=C1N=C2C(SC1)=CN=C(N2)C=O (7-oxo-6,7-dihydro-1H-pyrimido[5,4-b][1,4]thiazine-2-carbaldehyde), C([O-])(O)=O.[Na+] (sodium bicarbonate), C(C)(=O)O[BH-](OC(C)=O)OC(C)=O.[Na+] (Sodium triacetoxyborohydride). Run at time 18 hour. Yields the product Cl.Cl.O=C1N=C2C(SC1)=CN=C(N2)CNC2CCN(CC2)C[C@@H]2CN1C(C=CC=3C=CC(N2C13)=O)=O ((1R)-1-[(4-{[(7-Oxo-6,7-dihydro-1H-pyrimido[5,4-b][1,4]thiazin-2-yl)methyl]amino}-1-piperidinyl)methyl]-1,2-dihydro-4H,9H-imidazo[1,2,3-ij]-1,8-naphthyridine-4,9-dione dihydrochloride), solid. As a reaction SMILES: [NH2:1][CH:2]1[CH2:7][CH2:6][N:5]([CH2:8][C@H:9]2[N:19]3[C:20]4[N:11]([C:12](=[O:22])[CH:13]=[CH:14][C:15]=4[CH:16]=[CH:17][C:18]3=[O:21])[CH2:10]2)[CH2:4][CH2:3]1.[O:23]=[C:24]1[CH2:29][S:28][C:27]2=[CH:30][N:31]=[C:32]([CH:34]=O)[NH:33][C:26]2=[N:25]1.C(=O)(O)[O-].[Na+].[O-]S([O-])(=O)=O.[Na+].[Na+].C(O[BH-](OC(=O)C)OC(=O)C)(=O)C.[Na+].C(Cl)[Cl:63].CO>>[ClH:63].[ClH:63].[O:23]=[C:24]1[CH2:29][S:28][C:27]2=[CH:30][N:31]=[C:32]([CH2:34][NH:1][CH:2]3[CH2:3][CH2:4][N:5]([CH2:8][C@H:9]4[N:19]5[C:20]6[N:11]([C:12](=[O:22])[CH:13]=[CH:14][C:15]=6[CH:16]=[CH:17][C:18]5=[O:21])[CH2:10]4)[CH2:6][CH2:7]3)[NH:33][C:26]2=[N:25]1 |f:2.3,4.5.6,7.8,9.10,11.12.13|. Procedure: A suspension of (1R)-1-[(4-amino-1-piperidinyl)methyl]-1,2-dihydro-4H,9H-imidazo[1,2,3-ij]-1,8-naphthyridine-4,9-dione (for a preparation see Example 5A(j)) (0.060 g, 0.179 mmol) in 1:1 CH2Cl2/MeOH (10 mL) was treated with 7-oxo-6,7-dihydro-1H-pyrimido[5,4-b][1,4]thiazine-2-carbaldehyde (0.035 g, 0.179 mmol) and sodium bicarbonate (0.151 g, 1.793 mmol). Excess Na2SO4 was added and the reaction stirred at room temperature for 18 hours. Sodium triacetoxyborohydride (0.114 g, 0.538 mmol) was added ... Starting materials: S(=O)(OO)[O-].[Al+3].OOS(=O)[O-].OOS(=O)[O-] (aluminum hydroxy sulfite), ferric sulfate, ferric sulfite, S(=O)=O (sulfur dioxide), ferrous sulfate, OO (Hydrogen peroxide), O=O (oxygen), ferrous sulfite. Reagents/catalysts: [Fe] (iron), [Fe] (iron). Run in O (water). Reaction conditions: time 18 minute. The product is S(=O)(=O)([O-])[O-].[Al+3].S(=O)(=O)([O-])[O-].S(=O)(=O)([O-])[O-].[Al+3] (aluminum sulfate). Reaction SMILES: [S:1]([O-:5])([O:3]O)=[O:2].[Al+3:6].[OH:7][O:8][S:9]([O-:11])=[O:10].[OH:12][O:13][S:14]([O-:16])=[O:15].OO.O=O.S(=O)=[O:22]>O.[Fe]>[S:1]([O-:5])([O-:7])(=[O:3])=[O:2].[Al+3:6].[S:9]([O-:11])([O-:12])(=[O:10])=[O:8].[S:14]([O-:16])([O-:22])(=[O:15])=[O:13].[Al+3:6] |f:0.1.2.3,9.10.11.12.13|. Reported procedure: The aluminum hydroxy sulfite precipitate is then transported by suitable means indicated by the numeral 5 to an oxidizer indicated by the numeral 6. The precipitate is reslurried in water and preferably heated between 60° C. and 90° C. Hydrogen peroxide, oxygen and air can be used as oxidizing agents, with air being preferred for economy reasons. A catalyst, such as a soluble iron compound may be needed to improve the yield. Among the satisfactory iron catalysts are ferric sulfite, ferric sulfat... Reported procedure: To a solution of ethyl 2-azido-4-methylthiazole-5-carboxylate (5.31 g, 25.02 mmol) in tetrahydrofuran (50 mL) was added copper(I) iodide (4.76 g, 25.02 mmol), N,N-diisopropylethylamine (13.07 mL, 75.06 mmol) and 5-phenyl-1-pentyne (3.97 g, 27.52 mmol). The reaction mixture was stirred at ambient temperature for 18 hours and concentrated in vacuo. The residue was purified by column chromatography (ethyl acetate:petroleum ether, 1:4 ratio) to afford the title compound in 79% yield (7.04 g): 1H NMR... The reagents and catalysts are [Cu]I (copper(I) iodide). Yields the product CC=1N=C(SC1C(=O)OCC)N1N=NC(=C1)CCCC1=CC=CC=C1 (ethyl 4-methyl-2-(4-(3-phenylpropyl)-1H-1,2,3-triazol-1-yl)thiazole-5-carboxylate). The reactants are N(=[N+]=[N-])C=1SC(=C(N1)C)C(=O)OCC (ethyl 2-azido-4-methylthiazole-5-carboxylate), C(C)(C)N(C(C)C)CC (N,N-diisopropylethylamine), C1(=CC=CC=C1)CCCC#C (5-phenyl-1-pentyne). Conditions: time 18 hour. Isolated yield 79.0%. As a reaction SMILES: [N:1]([C:4]1[S:5][C:6]([C:10]([O:12][CH2:13][CH3:14])=[O:11])=[C:7]([CH3:9])[N:8]=1)=[N+:2]=[N-:3].C(N(CC)C(C)C)(C)C.[C:24]1([CH2:30][CH2:31][CH2:32][C:33]#[CH:34])[CH:29]=[CH:28][CH:27]=[CH:26][CH:25]=1>O1CCCC1.[Cu]I>[CH3:9][C:7]1[N:8]=[C:4]([N:1]2[CH:34]=[C:33]([CH2:32][CH2:31][CH2:30][C:24]3[CH:29]=[CH:28][CH:27]=[CH:26][CH:25]=3)[N:3]=[N:2]2)[S:5][C:6]=1[C:10]([O:12][CH2:13][CH3:14])=[O:11]. The solvent is O1CCCC1 (tetrahydrofuran).